From a dataset of the Open Reaction Database (ORD), a public repository of structured organic reaction records. describe an organic reaction: reactants, conditions, products, and yield The reactants are C(C)(C)(C)OC(NC1CCC(CC1)NC1=NC=C2C(=N1)N(N=C2C2=CC(=CC=C2)NCC2=C(C=CC=C2)Cl)COCC[Si](C)(C)C)=O ({4-[3-[3-(2-chloro-benzylamino)-phenyl]-1-(2-trimethylsilanyl-ethoxymethyl)-1H-pyrazolo[3,4-d]pyrimidin-6-ylamino]-cyclohexyl}-carbamic acid tert-butyl ester), C(=O)(C(F)(F)F)O (TFA). The solvent is ClCCl (dichloromethane). Conditions: time 4 hour. Yields the product ClC1=C(CNC=2C=C(C=CC2)C2=NNC3=NC(=NC=C32)NC3CCC(CC3)N)C=CC=C1 (N-{3-[3-(2-chloro-benzylamino)-phenyl]-1H-pyrazolo[3,4-d]pyrimidin-6-yl}-cyclohexane-1,4-diamine). RXN SMILES: C(OC(=O)[NH:7][CH:8]1[CH2:13][CH2:12][CH:11]([NH:14][C:15]2[N:20]=[C:19]3[N:21](COCC[Si](C)(C)C)[N:22]=[C:23]([C:24]4[CH:29]=[CH:28][CH:27]=[C:26]([NH:30][CH2:31][C:32]5[CH:37]=[CH:36][CH:35]=[CH:34][C:33]=5[Cl:38])[CH:25]=4)[C:18]3=[CH:17][N:16]=2)[CH2:10][CH2:9]1)(C)(C)C.C(O)(C(F)(F)F)=O>ClCCl>[Cl:38][C:33]1[CH:34]=[CH:35][CH:36]=[CH:37][C:32]=1[CH2:31][NH:30][C:26]1[CH:25]=[C:24]([C:23]2[C:18]3[C:19](=[N:20][C:15]([NH:14][CH:11]4[CH2:12][CH2:13][CH:8]([NH2:7])[CH2:9][CH2:10]4)=[N:16][CH:17]=3)[NH:21][N:22]=2)[CH:29]=[CH:28][CH:27]=1. Procedure details: To a stirred solution of {4-[3-[3-(2-chloro-benzylamino)-phenyl]-1-(2-trimethylsilanyl-ethoxymethyl)-1H-pyrazolo[3,4-d]pyrimidin-6-ylamino]-cyclohexyl}-carbamic acid tert-butyl ester (110 mg, 0.162 mmol) in dichloromethane (3 mL) was added TFA (3 mL) at room temperature. The resulting mixture was stirred for another four hours at this temperature. The solvent was evaporated under reduced pressure and the residue was treated with saturated aqueous NaHCO3 (5 mL) and extracted with EtOAc (30 mL). T... The reactants are CC(=O)[O-], [Li]CCCC, CCCC[N+](CCCC)(CCCC)CCCC, CCOC(C)=O, C[Si](C)(C)CCl, [F-], CS(=O)(=O)c1ccc(C2=C(c3ccc(F)cc3)CCC2)cc1, NOS(=O)(=O)O, [Na+], C1CCOC1, O. Product: NS(=O)(=O)c1ccc(C2=C(c3ccc(F)cc3)CCC2)cc1. RXN SMILES: [C:52]([O-:53])(=[O:54])[CH3:55].[CH2:1]([Li:2])[CH2:3][CH2:4][CH3:5].[CH3:35][CH2:36][CH2:37][CH2:38][N+:39]([CH2:40][CH2:41][CH2:42][CH3:43])([CH2:44][CH2:45][CH2:46][CH3:47])[CH2:48][CH2:49][CH2:50][CH3:51].[CH3:63][CH2:64][O:65][C:66](=[O:67])[CH3:68].[Cl:28][CH2:29][Si:30]([CH3:31])([CH3:32])[CH3:33].[F-:34].[F:6][c:7]1[cH:8][cH:9][c:10]([C:13]2=[C:14]([c:18]3[cH:19][cH:20][c:21]([S:24](=[O:25])(=[O:26])[CH3:27])[cH:22][cH:23]3)[CH2:15][CH2:16][CH2:17]2)[cH:11][cH:12]1.[NH2:57][O:58][S:59]([OH:60])(=[O:61])=[O:62].[Na+:56].[O:70]1[CH2:71][CH2:72][CH2:73][CH2:74]1.[OH2:69]>>[F:6][c:7]1[cH:8][cH:9][c:10]([C:13]2=[C:14]([c:18]3[cH:19][cH:20][c:21]([S:24](=[O:25])(=[O:26])[NH2:39])[cH:22][cH:23]3)[CH2:15][CH2:16][CH2:17]2)[cH:11][cH:12]1.